describe an organic reaction: reactants, conditions, products, and yield From a dataset of the Open Reaction Database (ORD), a public repository of structured organic reaction records. Starting materials: COc1cc(NC(=O)OC(C)(C)C)c(NC(=O)CC(=O)c2cc(C#N)ccc2F)cc1-c1ccccc1F, ClCCl, O=C(O)C(F)(F)F. Yields the product COc1cc2c(cc1-c1ccccc1F)NC(=O)CC(c1cc(C#N)ccc1F)=N2. RXN SMILES: [C:1]([O:2][C:3](=[O:4])[NH:7][c:8]1[cH:9][c:10]([O:36][CH3:37])[c:11](-[c:29]2[c:30]([F:35])[cH:31][cH:32][cH:33][cH:34]2)[cH:12][c:13]1[NH:14][C:15]([CH2:16][C:17](=[O:5])[c:19]1[c:20]([F:27])[cH:21][cH:22][c:23]([C:25]#[N:26])[cH:24]1)=[O:28])([CH3:6])([CH3:18])[CH3:38].[Cl:46][CH2:47][Cl:48].[F:39][C:40]([F:41])([F:42])[C:43]([OH:44])=[O:45]>>[N:7]1=[C:17]([c:19]2[c:20]([F:27])[cH:21][cH:22][c:23]([C:25]#[N:26])[cH:24]2)[CH2:16][C:15](=[O:28])[NH:14][c:13]2[c:8]1[cH:9][c:10]([O:36][CH3:37])[c:11](-[c:29]1[c:30]([F:35])[cH:31][cH:32][cH:33][cH:34]1)[cH:12]2. The reactants are O=C1C2=C(N=C(N1NC1=CC=CC=C1)[C@@H](CC#C)NC(OC(C)(C)C)=O)C=CC=N2 ((R)-tert-butyl 1-(4-oxo-3-(phenylamino)-3,4-dihydropyrido[3,2-d]pyrimidin-2-yl)but-3-ynylcarbamate), Cl (HCl). Solvent: CO (methanol). Reaction conditions: time 18 hour. Yields the product N[C@H](CC#C)C=1N(C(C2=C(N1)C=CC=N2)=O)NC2=CC=CC=C2 ((R)-2-(1-aminobut-3-ynyl)-3-(phenylamino)pyrido[3,2-d]pyrimidin-4(3H)-one). Isolated yield 121.7%. RXN SMILES: [O:1]=[C:2]1[N:7]([NH:8][C:9]2[CH:14]=[CH:13][CH:12]=[CH:11][CH:10]=2)[C:6]([C@H:15]([NH:19]C(=O)OC(C)(C)C)[CH2:16][C:17]#[CH:18])=[N:5][C:4]2[CH:27]=[CH:28][CH:29]=[N:30][C:3]1=2.Cl>CO>[NH2:19][C@@H:15]([C:6]1[N:7]([NH:8][C:9]2[CH:14]=[CH:13][CH:12]=[CH:11][CH:10]=2)[C:2](=[O:1])[C:3]2[N:30]=[CH:29][CH:28]=[CH:27][C:4]=2[N:5]=1)[CH2:16][C:17]#[CH:18]. Procedure: To a solution of (R)-tert-butyl 1-(4-oxo-3-(phenylamino)-3,4-dihydropyrido[3,2-d]pyrimidin-2-yl)but-3-ynylcarbamate (1.20 g, 2.96 mmol) in methanol (15 ml) was added 4.5 ml of HCl (4.0 M in 1,4-dioxane). The reaction was carried out at room temperature for 18 hours. The solvent was removed under reduced pressure to afford (R)-2-(1-aminobut-3-ynyl)-3-(phenylamino)pyrido[3,2-d]pyrimidin-4(3H)-one (1.1 g) as a light brown solid, M.p. 206-208° C. LCMS: m/e 306 [M+H]. 1H NMR (400 MHz) (DMSO-d6): δ 9.... Yield: 25.0%. Product: ClC=1C(=C(C=CC1)S(=O)(=O)NC=1SC(=C(N1)C)CC)C (3-Chloro-N-(5-ethyl-4-methyl-1,3-thiazol-2-yl)-2-methylbenzenesulfonamide). Procedure details: The title compound was prepared from 5-ethyl-4-methyl-1,3-thiazol-2-ylamine (METHOD I) and 3-chloro-2-methylbenzenesulfonyl chloride according to METHOD A, yellow solid, 42 mg (25% yield): HRMS Calcd (found) for C13H15ClN2O2S2 m/z 330.0263 (330.0250). Reaction SMILES: [CH2:1]([C:3]1[S:7][C:6]([NH2:8])=[N:5][C:4]=1[CH3:9])[CH3:2].[Cl:10][C:11]1[C:12]([CH3:21])=[C:13]([S:17](Cl)(=[O:19])=[O:18])[CH:14]=[CH:15][CH:16]=1>>[Cl:10][C:11]1[C:12]([CH3:21])=[C:13]([S:17]([NH:8][C:6]2[S:7][C:3]([CH2:1][CH3:2])=[C:4]([CH3:9])[N:5]=2)(=[O:19])=[O:18])[CH:14]=[CH:15][CH:16]=1. Reactants: C(C)C1=C(N=C(S1)N)C (5-ethyl-4-methyl-1,3-thiazol-2-ylamine), ClC=1C(=C(C=CC1)S(=O)(=O)Cl)C (3-chloro-2-methylbenzenesulfonyl chloride), ( 330.0250 ). Starting materials: O=CC1=CC(O)=C(OC)C=C1 (isovanillin), C(CC)I (propyl iodide), C(=O)([O-])[O-].[K+].[K+] (K2CO3). The solvent is CN(C)C=O (DMF). Product: COC1=C(C=C(C=O)C=C1)OCCC (4-Methoxy-3-propoxy-benzaldehyde). Reaction SMILES: [O:1]=[CH:2][C:3]1[CH:11]=[CH:10][C:7]([O:8][CH3:9])=[C:5]([OH:6])[CH:4]=1.[CH2:12](I)[CH2:13][CH3:14].C([O-])([O-])=O.[K+].[K+]>CN(C=O)C>[CH3:9][O:8][C:7]1[CH:10]=[CH:11][C:3]([CH:2]=[O:1])=[CH:4][C:5]=1[O:6][CH2:12][CH2:13][CH3:14] |f:2.3.4|. Procedure: The title compound was prepared by reaction of isovanillin with propyl iodide in DMF with K2CO3 as base as described in M. J. Ashton, D. C. Cook, G. Fenton, J.-A. Karlsson, M. N. Palfreyman, D. Raeburn, A. J. Ratcliffe, J. E. Souness, S. Thurairatnam, N. Vicker J. Med. Chem. 1994, 37, 1696-1703. Reactants: NC1=C(N=C(S1)C=1C=NC(=CC1)N1CCOCC1)C(=O)N (5-Amino-2-(6-morpholin-4-ylpyridin-3-yl)-1,3-thiazole-4-carboxamide), C([O-])([O-])=O.[K+].[K+] (potassium carbonate), C(C)(C)(CC)O (tert-amyl alcohol), BrC1=CC=C(C=N1)C(C)(C)O (2-(6-bromopyridin-3-yl)propan-2-ol), CC(C)C1=CC(=C(C(=C1)C(C)C)C2=C(C=CC=C2)P(C3CCCCC3)C4CCCCC4)C(C)C (X-PHOS). Reagents/catalysts: C=1C=CC(=CC1)/C=C/C(=O)/C=C/C2=CC=CC=C2.C=1C=CC(=CC1)/C=C/C(=O)/C=C/C2=CC=CC=C2.C=1C=CC(=CC1)/C=C/C(=O)/C=C/C2=CC=CC=C2.[Pd].[Pd] (Pd2(dba)3). Product: OC(C)(C)C=1C=CC(=NC1)NC1=C(N=C(S1)C=1C=NC(=CC1)N1CCOCC1)C(=O)N (5-{[5-(1-Hydroxy-1-methylethyl)pyridin-2-yl]amino}-2-(6-morpholin-4-ylpyridin-3-yl)-1,3-thiazole-4-carboxamide). Reaction SMILES: [NH2:1][C:2]1[S:6][C:5]([C:7]2[CH:8]=[N:9][C:10]([N:13]3[CH2:18][CH2:17][O:16][CH2:15][CH2:14]3)=[CH:11][CH:12]=2)=[N:4][C:3]=1[C:19]([NH2:21])=[O:20].Br[C:23]1[N:28]=[CH:27][C:26]([C:29]([OH:32])([CH3:31])[CH3:30])=[CH:25][CH:24]=1.CC(C1C=C(C(C)C)C(C2C=CC=CC=2P(C2CCCCC2)C2CCCCC2)=C(C(C)C)C=1)C.C(=O)([O-])[O-].[K+].[K+].C(O)(CC)(C)C>C1C=CC(/C=C/C(/C=C/C2C=CC=CC=2)=O)=CC=1.C1C=CC(/C=C/C(/C=C/C2C=CC=CC=2)=O)=CC=1.C1C=CC(/C=C/C(/C=C/C2C=CC=CC=2)=O)=CC=1.[Pd].[Pd]>[OH:32][C:29]([C:26]1[CH:25]=[CH:24][C:23]([NH:1][C:2]2[S:6][C:5]([C:7]3[CH:8]=[N:9][C:10]([N:13]4[CH2:18][CH2:17][O:16][CH2:15][CH2:14]4)=[CH:11][CH:12]=3)=[N:4][C:3]=2[C:19]([NH2:21])=[O:20])=[N:28][CH:27]=1)([CH3:31])[CH3:30] |f:3.4.5,7.8.9.10.11|. Procedure details: The title compound was prepared as described in Example 22, Step 3 using 5-amino-2-(6-morpholin-4-ylpyridin-3-yl)-1,3-thiazole-4-carboxamide (Example 22, Step 2) (70 mg, 0.23 mmol), 2-(6-bromopyridin-3-yl)propan-2-ol (for preparation, see WO 2004/050024 A2Example 120 Step A) (50 mg, 0.23 mmol), Pd2(dba)3 (21 mg, 0.023 mmol), X-PHOS (55 mg, 0.12 mmol), potassium carbonate (35 mg, 0.25 mmol), and tert-amyl alcohol (1.2 mL) as starting materials. 1H NMR (500 MHz, d6-DMSO): δ 11.19 (s, 1H), 8.67 (d,... Starting materials: FC=1C=CC=C2C(=C3N(C12)CC(CC3)N3N=NC(=C3C)CC3=CC=C(C=C3)F)CC(=O)OCC (racemic ethyl {4-fluoro-7-[4-(4-fluorobenzyl)-5-methyl-1H-1,2,3-triazol-1-yl]-6,7,8,9-tetrahydropyrido[1,2-α]indol-10-yl}acetate), final acid, [Li+].[OH-] (LiOH). Solvent: C1CCOC1.CO.O (THF MeOH water), CCOC(=O)C (EtOAc). Conditions: time 8 hour. Product: FC=1C=CC=C2C(=C3N(C12)CC(CC3)N3N=NC(=C3C)CC3=CC=C(C=C3)F)CC(=O)O ({4-Fluoro-7-[4-(4-fluorobenzyl)-5-methyl-1H-1,2,3-triazol-1-yl]-6,7,8,9-tetrahydropyrido[1,2-α]indol-10-yl}acetic acid). RXN SMILES: [F:1][C:2]1[CH:3]=[CH:4][CH:5]=[C:6]2[C:10]=1[N:9]1[CH2:11][CH:12]([N:15]3[C:19]([CH3:20])=[C:18]([CH2:21][C:22]4[CH:27]=[CH:26][C:25]([F:28])=[CH:24][CH:23]=4)[N:17]=[N:16]3)[CH2:13][CH2:14][C:8]1=[C:7]2[CH2:29][C:30]([O:32]CC)=[O:31].[Li+].[OH-]>C1COCC1.CO.O.CCOC(C)=O>[F:1][C:2]1[CH:3]=[CH:4][CH:5]=[C:6]2[C:10]=1[N:9]1[CH2:11][CH:12]([N:15]3[C:19]([CH3:20])=[C:18]([CH2:21][C:22]4[CH:23]=[CH:24][C:25]([F:28])=[CH:26][CH:27]=4)[N:17]=[N:16]3)[CH2:13][CH2:14][C:8]1=[C:7]2[CH2:29][C:30]([OH:32])=[O:31] |f:1.2,3.4.5|. Reported procedure: The racemic ethyl {4-fluoro-7-[4-(4-fluorobenzyl)-5-methyl-1H-1,2,3-triazol-1-yl]-6,7,8,9-tetrahydropyrido[1,2-α]indol-10-yl}acetate (as described in Example 36) was hydrolyzed to the final acid product by dissolving in 1:1:1 THF/MeOH/water (0.06 M), treating with LiOH (3.6 eq.) and stirring overnight. The reaction mixture was then diluted with EtOAc, extracted with 2 N HCl, water, dried (Na2SO4), and concentrated to provide the title compound: MS (EI) calc'd for C24H23F2N4O2 [M+1]+437.2, found ... Starting materials: CO (methanol), N1C(=CC2=CC=CC=C12)C1=NNC2=CC=C(C=C12)O (3-(1H-indol-2-yl)-1H-indazol-5-ol), N12CCCCCC2=NCCC1 (1,8-diazabicyclo[5.4.0]undec-7-ene), N1C(=CC2=CC=CC=C12)C1=NNC2=CC=C(C=C12)O (3-(1H-indol-2-yl)-1H-indazol-5-ol), [N+](=O)([O-])C1=C(C=CC=C1)OP(OC1=C(C=CC=C1)[N+](=O)[O-])(=O)C1CCCCC1 (cyclohexylphosphonic acid bis(nitrophenyl)ester). Solvent: ClCCl (dichloromethane), ClCCl (dichloromethane), ClCCl (dichloromethane). Run at time 30 minute. Yields the product COP(OC=1C=C2C(=NNC2=CC1)C=1NC2=CC=CC=C2C1)(=O)C1CCCCC1 (cyclohexylphosphonic acid 3-(1H-indol-2-yl)-1H-indazol-5-yl ester methyl ester). The yield is 19.7%. As a reaction SMILES: [NH:1]1[C:9]2[C:4](=[CH:5][CH:6]=[CH:7][CH:8]=2)[CH:3]=[C:2]1[C:10]1[C:18]2[C:13](=[CH:14][CH:15]=[C:16]([OH:19])[CH:17]=2)[NH:12][N:11]=1.[N+](C1C=CC=C[C:24]=1[O:29][P:30]([CH:42]1[CH2:47][CH2:46][CH2:45][CH2:44][CH2:43]1)(=O)[O:31]C1C=CC=CC=1[N+]([O-])=O)([O-])=O.N12CCCN=C1CCCCC2.CO>ClCCl>[CH3:24][O:29][P:30]([CH:42]1[CH2:47][CH2:46][CH2:45][CH2:44][CH2:43]1)(=[O:31])[O:19][C:16]1[CH:17]=[C:18]2[C:13](=[CH:14][CH:15]=1)[NH:12][N:11]=[C:10]2[C:2]1[NH:1][C:9]2[C:4]([CH:3]=1)=[CH:5][CH:6]=[CH:7][CH:8]=2. Procedure: The compound cyclohexylphosphonic acid 3-(1H-indol-2-yl)-1H-indazol-5-yl ester methyl ester is prepared according to procedure F using 200 mg of 3-(1H-indol-2-yl)-H-indazol-5-ol (intermediate B) in solution with 325 mg of cyclohexylphosphonic acid bis(nitrophenyl)ester in 6 ml of dichloromethane (stabilized with amylene), to which 120 μl of 1,8-diazabicyclo[5.4.0]undec-7-ene (DBU) in solution in 1 ml of dichloromethane are added. After stirring at ambient temperature for 4 hours 30 minutes, 325 ... Starting materials: FC=1C=C(OC2=CC(=NC=C2)N(C(OC2=CC=CC=C2)=O)C(=O)OC2=CC=CC=C2)C=CC1NC(=O)C1(CC1)C(NC1=CC=C(C=C1)F)=O (phenyl N-[4-(3-fluoro-4-{[1-(4-fluorophenylcarbamoyl)cyclopropanecarbonyl]amino}phenoxy)pyridin-2-yl]-N-phenoxycarbonylcarbamate), CN([C@@H]1CNCC1)C ((3S)-(−)-3-dimethylaminopyrrolidine). The solvent is CN(C=O)C (N,N-dimethylformamide). Reaction conditions: time 7 hour. Yields the product CN([C@@H]1CN(CC1)C(=O)NC1=NC=CC(=C1)OC1=CC(=C(C=C1)NC(=O)C1(CC1)C(=O)NC1=CC=C(C=C1)F)F)C (N-(4-{[2-({[(3S)-3-(Dimethylamino)pyrrolidin-1-yl]carbonyl}amino)pyridin-4-yl]oxy}-2-fluorophenyl)-N′-(4-fluorophenyl)cyclopropane-1,1-dicarboxamide). Yield: 35.8%. RXN SMILES: [F:1][C:2]1[CH:3]=[C:4]([CH:31]=[CH:32][C:33]=1[NH:34][C:35]([C:37]1([C:40](=[O:49])[NH:41][C:42]2[CH:47]=[CH:46][C:45]([F:48])=[CH:44][CH:43]=2)[CH2:39][CH2:38]1)=[O:36])[O:5][C:6]1[CH:11]=[CH:10][N:9]=[C:8]([N:12](C(OC2C=CC=CC=2)=O)[C:13](=O)[O:14]C2C=CC=CC=2)[CH:7]=1.[CH3:50][N:51]([CH3:57])[C@H:52]1[CH2:56][CH2:55][NH:54][CH2:53]1>CN(C)C=O>[CH3:50][N:51]([CH3:57])[C@H:52]1[CH2:56][CH2:55][N:54]([C:13]([NH:12][C:8]2[CH:7]=[C:6]([O:5][C:4]3[CH:31]=[CH:32][C:33]([NH:34][C:35]([C:37]4([C:40]([NH:41][C:42]5[CH:43]=[CH:44][C:45]([F:48])=[CH:46][CH:47]=5)=[O:49])[CH2:39][CH2:38]4)=[O:36])=[C:2]([F:1])[CH:3]=3)[CH:11]=[CH:10][N:9]=2)=[O:14])[CH2:53]1. Procedure details: To a solution of phenyl N-[4-(3-fluoro-4-{[1-(4-fluorophenylcarbamoyl)cyclopropanecarbonyl]amino}phenoxy)pyridin-2-yl]-N-phenoxycarbonylcarbamate (60.8 mg) in N,N-dimethylformamide (1.0 ml) was added (3S)-(−)-3-dimethylaminopyrrolidine (41.7 mg), followed by stirring at room temperature for 7 hr. The reaction mixture was partitioned between ethyl acetate and 1N sodium hydroxide. The organic layer was washed with brine, and dried over anhydrous sodium sulfate. The solvent was removed, and the res...